Dataset: the Open Reaction Database (ORD), a public repository of structured organic reaction records. Task: describe an organic reaction: reactants, conditions, products, and yield The reactants are C1(=CC=C(C=C1)S(=O)(=O)Cl)C (p-toluenesulfonyl chloride), resultant mixture, C(CCCCCCCO)O (1,8-octanediol), [N-]=[N+]=[N-].[Na+] (sodium azide), C(C)(=O)OCC (ethyl acetate). The solvent is C(Cl)Cl (methylene chloride), N1=CC=CC=C1 (pyridine), CN(C=O)C (dimethylformamide), solution. Conditions: temperature 10 celsius. The product is N(=[N+]=[N-])CCCCCCCCO (8-azido-1-octanol). Reaction SMILES: [CH2:1](O)[CH2:2][CH2:3][CH2:4][CH2:5][CH2:6][CH2:7][CH2:8][OH:9].C1(C)C=CC(S(Cl)(=O)=O)=CC=1.[N-:22]=[N+:23]=[N-:24].[Na+].C(OCC)(=O)C>N1C=CC=CC=1.C(Cl)Cl.CN(C)C=O>[N:22]([CH2:1][CH2:2][CH2:3][CH2:4][CH2:5][CH2:6][CH2:7][CH2:8][OH:9])=[N+:23]=[N-:24] |f:2.3|. Reported procedure: 14.65 g of 1,8-octanediol was dissolved in 80 g of pyridine, and cooled to 10° C. A solution of 19 g p-toluenesulfonyl chloride in 70 ml anhydrous methylene chloride was added dropwise thereto, and the mixture was heated gradually overnight for reaction. After water washing, the solvent was removed by distillation, to produce an oily residue. The residue was dissolved in dimethylformamide to a 200 ml solution, to which was added 20 g of sodium azide, and the resultant mixture was maintained at 8... Reactants: FC(OC1=CC=C(C=C1)NC(OC(C)(C)C)=O)(F)F (tert-butyl 4-(trifluoromethoxy)phenylcarbamate), CN(C)CCN(C)C (TMEDA), solution, C(C)(CC)[Li] (sec-butyllithium), C1CCCCC1 (cyclohexane), C1CCOC1 (THF). Solvent: CN(C=O)C (N,N-dimethylformamide). Reaction conditions: temperature -78 celsius, time 1 hour. Yields the product C(=O)C1=C(C=CC(=C1)OC(F)(F)F)NC(OC(C)(C)C)=O (tert-butyl 2-formyl-4-(trifluoromethoxy)phenylcarbamate). RXN SMILES: [F:1][C:2]([F:19])([F:18])[O:3][C:4]1[CH:9]=[CH:8][C:7]([NH:10][C:11](=[O:17])[O:12][C:13]([CH3:16])([CH3:15])[CH3:14])=[CH:6][CH:5]=1.CN(CCN(C)C)C.C([Li])(CC)C.C1CCCCC1.C1C[O:42][CH2:41]C1>CN(C)C=O>[CH:41]([C:6]1[CH:5]=[C:4]([O:3][C:2]([F:18])([F:19])[F:1])[CH:9]=[CH:8][C:7]=1[NH:10][C:11](=[O:17])[O:12][C:13]([CH3:14])([CH3:15])[CH3:16])=[O:42]. Procedure details: A magnetically stirred solution of tert-butyl 4-(trifluoromethoxy)phenylcarbamate (19.95 g, 72 mmol) and TMEDA (16.7 g, 144 mmol) in THF (300 mL) at −78° C. was treated with the dropwise addition of a 1.4M solution of sec-butyllithium in cyclohexane (170 mL, 237 mmol), at a rate which maintained the internal temperature below −60° C. The mixture was stirred for 1 h at −78° C., then allowed to warm to −50° C. and stirred an additional 30 min. The solution was returned to −78° C., treated with the... The reactants are N(=NC(=O)OCC)C(=O)OCC (diethyl azodicarboxylate), C1(=CC=CC=C1)P(C1=CC=CC=C1)C1=CC=CC=C1 (triphenylphosphine), C=CCCC(CCC=C)O (1,8-nonadiene-5-ol), C1(C=2C(C(N1)=O)=CC=CC2)=O (phthalimide), O.NN (hydrazine hydrate). Run in CCCCCC (hexane), O1CCCC1 (tetrahydrofuran), CO (methanol). Run at time 30 minute. The product is C=CCCC(CCC=C)N (1,8-nonadiene-5-ylamine). RXN SMILES: C1(P(C2C=CC=CC=2)C2C=CC=CC=2)C=CC=CC=1.[CH2:20]=[CH:21][CH2:22][CH2:23][CH:24](O)[CH2:25][CH2:26][CH:27]=[CH2:28].C1(=O)[NH:34]C(=O)C2=CC=CC=C12.N(C(OCC)=O)=NC(OCC)=O.O.NN>O1CCCC1.CO.CCCCCC>[CH2:20]=[CH:21][CH2:22][CH2:23][CH:24]([NH2:34])[CH2:25][CH2:26][CH:27]=[CH2:28] |f:4.5|. Procedure: 9.21 g (35 mmol) of triphenylphosphine, 4.50 g (32 mmol) of 1,8-nonadiene-5-ol (8), and 6.03 g (41 mmol) of phthalimide were dissolved in 150 ml of tetrahydrofuran. This solution thus obtained was stirred for 30 minutes, and at room temperature, 15 ml (33 mmol) of diethyl azodicarboxylate (2.2 mol/l solution in toluene) was thereafter dropped in the solution, which was then stirred for 12 hours. Subsequently, hexane was added to the solution, and a precipitate was filtered off, and the filtrate ...